The task is: describe an organic reaction: reactants, conditions, products, and yield. This data is from the Open Reaction Database (ORD), a public repository of structured organic reaction records. The reactants are B, CCOC(=O)C1CN(C(=O)CCC(=O)OC)c2cccc(OCc3ccc(OCCCCc4ccccc4)cc3)c2O1, CSC, CC(C)=O, C1CCOC1. Product: CCOC(=O)C1CN(CCCC(=O)OC)c2cccc(OCc3ccc(OCCCCc4ccccc4)cc3)c2O1. RXN SMILES: [BH3:46].[CH3:1][O:2][C:3]([CH2:4][CH2:5][C:6](=[O:7])[N:8]1[CH2:9][CH:10]([C:37](=[O:38])[O:39][CH2:40][CH3:41])[O:11][c:12]2[c:13]1[cH:14][cH:15][cH:16][c:17]2[O:18][CH2:19][c:20]1[cH:21][cH:22][c:23]([O:26][CH2:27][CH2:28][CH2:29][CH2:30][c:31]2[cH:32][cH:33][cH:34][cH:35][cH:36]2)[cH:24][cH:25]1)=[O:42].[CH3:43][S:44][CH3:45].[CH3:47][C:48](=[O:49])[CH3:50].[O:51]1[CH2:52][CH2:53][CH2:54][CH2:55]1>>[CH3:1][O:2][C:3]([CH2:4][CH2:5][CH2:6][N:8]1[CH2:9][CH:10]([C:37](=[O:38])[O:39][CH2:40][CH3:41])[O:11][c:12]2[c:13]1[cH:14][cH:15][cH:16][c:17]2[O:18][CH2:19][c:20]1[cH:21][cH:22][c:23]([O:26][CH2:27][CH2:28][CH2:29][CH2:30][c:31]2[cH:32][cH:33][cH:34][cH:35][cH:36]2)[cH:24][cH:25]1)=[O:42]. Reactants: CC(C)c1nc(I)cn1CCNC(=O)OC(C)(C)C, ClCCl, Cl, C1COCCO1. Product: Cl, CC(C)c1nc(I)cn1CCN. As a reaction SMILES: [C:1]([O:2][C:3](=[O:4])[NH:7][CH2:8][CH2:9][n:10]1[c:11]([CH:16]([CH3:17])[CH3:18])[n:12][c:13]([I:15])[cH:14]1)([CH3:5])([CH3:6])[CH3:19].[Cl:27][CH2:28][Cl:29].[ClH:20].[O:21]1[CH2:22][CH2:23][O:24][CH2:25][CH2:26]1>>[ClH:20].[NH2:7][CH2:8][CH2:9][n:10]1[c:11]([CH:16]([CH3:17])[CH3:18])[n:12][c:13]([I:15])[cH:14]1. Reactants: CN1N=NC2=C1C=C(C=C2)OC2=C(C=CC=C2)CN2N=CN=C2 (1-methyl-6-[2-(1H-1,2,4-triazol-1-ylmethyl)phenoxy]-1H-benzotriazole), [N+](=O)([O-])[O-].[Na+] (sodium nitrate), FC(C(=O)O)(F)F (trifluoroacetic acid), [N+](=O)([O-])[O-].[Na+] (sodium nitrate), C(O)([O-])=O.[Na+] (sodium hydrogen carbonate). Conditions: time 3 day. The product is CN1N=NC2=C1C=C(C=C2)OC2=C(C=C(C=C2)[N+](=O)[O-])CN2N=CN=C2 (1-methyl-6-[4-nitro-2-(1H-1,2,4-triazol-1-ylmethyl)phenoxy]-1H-benzotriazole). Yield: 26.2%. RXN SMILES: [CH3:1][N:2]1[C:6]2[CH:7]=[C:8]([O:11][C:12]3[CH:17]=[CH:16][CH:15]=[CH:14][C:13]=3[CH2:18][N:19]3[CH:23]=[N:22][CH:21]=[N:20]3)[CH:9]=[CH:10][C:5]=2[N:4]=[N:3]1.[N+:24]([O-])([O-:26])=[O:25].[Na+].FC(F)(F)C(O)=O.C(=O)([O-])O.[Na+]>>[CH3:1][N:2]1[C:6]2[CH:7]=[C:8]([O:11][C:12]3[CH:17]=[CH:16][C:15]([N+:24]([O-:26])=[O:25])=[CH:14][C:13]=3[CH2:18][N:19]3[CH:23]=[N:22][CH:21]=[N:20]3)[CH:9]=[CH:10][C:5]=2[N:4]=[N:3]1 |f:1.2,4.5|. Procedure details: The suspension of 1-methyl-6-[2-(1H-1,2,4-triazol-1-ylmethyl)phenoxy]-1H-benzotriazole (0.5 g) from Example 44, sodium nitrate (0.28 g) and trifluoroacetic acid (5 ml) was stirred at room temperature for 3 days. Stirring was done for another day after further addition of sodium nitrate (0.28 g), and the reaction solution was neutralized with sodium hydrogen carbonate solution, prior to extraction in ethyl acetate. The organic layer was washed with saturated sodium chloride solution, and dried ov...